Dataset: the Open Reaction Database (ORD), a public repository of structured organic reaction records. Task: describe an organic reaction: reactants, conditions, products, and yield Reactants: O=C(COc1ccccc1)N1CCC2(CC1)NC(Cc1ccccc1)C(=O)N2Cc1ccccc1, C[Si](C)(C)Cl, CCC(C)=O, O. Product: O=C(COc1ccccc1)N1CCC2(CC1)NC(Cc1ccccc1)C(=O)N2Cc1ccccc1, Cl. Reaction SMILES: [CH2:1]([c:2]1[cH:3][cH:4][cH:5][cH:6][cH:7]1)[N:8]1[C:9](=[O:35])[CH:10]([CH2:28][c:29]2[cH:30][cH:31][cH:32][cH:33][cH:34]2)[NH:11][C:12]12[CH2:13][CH2:14][N:15]([C:18]([CH2:19][O:20][c:21]1[cH:22][cH:23][cH:24][cH:25][cH:26]1)=[O:27])[CH2:16][CH2:17]2.[CH3:37][Si:38]([CH3:39])([CH3:40])[Cl:41].[CH3:42][C:43]([CH2:44][CH3:45])=[O:46].[OH2:36]>>[CH2:1]([c:2]1[cH:3][cH:4][cH:5][cH:6][cH:7]1)[N:8]1[C:9](=[O:35])[CH:10]([CH2:28][c:29]2[cH:30][cH:31][cH:32][cH:33][cH:34]2)[NH:11][C:12]12[CH2:13][CH2:14][N:15]([C:18]([CH2:19][O:20][c:21]1[cH:22][cH:23][cH:24][cH:25][cH:26]1)=[O:27])[CH2:16][CH2:17]2.[ClH:41]. Starting materials: OCCS(=O)(=O)C1=C(C=CC(=C1)[N+](=O)[O-])Cl (2-chloro-5-nitrophenyl hydroxyethyl sulfone), C1(=CC=C(C=C1)N)N (1,4-phenylenediamine). The solvent is CO (methanol). Reaction conditions: time 4 hour. The product is OCCS(=O)(=O)C1=C(C=CC(=C1)[N+](=O)[O-])NC1=CC=C(C=C1)N (2-(4-aminophenylamino)-5-nitrophenyl hydroxyethyl sulfone). Isolated yield 99.6%. As a reaction SMILES: [OH:1][CH2:2][CH2:3][S:4]([C:7]1[CH:12]=[C:11]([N+:13]([O-:15])=[O:14])[CH:10]=[CH:9][C:8]=1Cl)(=[O:6])=[O:5].[C:17]1([NH2:24])[CH:22]=[CH:21][C:20]([NH2:23])=[CH:19][CH:18]=1>CO>[OH:1][CH2:2][CH2:3][S:4]([C:7]1[CH:12]=[C:11]([N+:13]([O-:15])=[O:14])[CH:10]=[CH:9][C:8]=1[NH:23][C:20]1[CH:21]=[CH:22][C:17]([NH2:24])=[CH:18][CH:19]=1)(=[O:6])=[O:5]. Procedure details: 132.85 g of 2-chloro-5-nitrophenyl hydroxyethyl sulfone are added at 65° C. under nitrogen to a solution of 118.8 g of 1,4-phenylenediamine in 500 ml of methanol in the course of 30 minutes. The reaction solution is stirred at this temperature for a further 4 hours and is then allowed to cool down to room temperature, and the reaction product is crystallized by addition of 1 l of ice-water. Filtering with suction and drying gives 168 g of 2-(4-aminophenylamino)-5-nitrophenyl hydroxyethyl sulfone... The reactants are ClC=1N=C(C2=C(N1)SC=N2)NC2=CC(=CC=C2)N2C(CCC2)COC (5-chloro-N-(3-(2-(methoxymethyl)pyrrolidin-1-yl)phenyl)thiazolo[5,4-d]pyrimidin-7-amine), CC1(OB(OC1(C)C)C=1C=C(C(=O)OC)C=CC1)C (methyl 3-(4,4,5,5-tetramethyl-1,3,2-dioxaborolan-2-yl)benzoate), C(=O)([O-])[O-].[Na+].[Na+] (Na2CO3). Reagents/catalysts: C=1C=CC(=CC1)[P](C=2C=CC=CC2)(C=3C=CC=CC3)[Pd]([P](C=4C=CC=CC4)(C=5C=CC=CC5)C=6C=CC=CC6)([P](C=7C=CC=CC7)(C=8C=CC=CC8)C=9C=CC=CC9)[P](C=1C=CC=CC1)(C=1C=CC=CC1)C=1C=CC=CC1 (Pd(PPh3)4). The solvent is O (water), O1CCOCC1 (1,4-dioxane). The product is COCC1N(CCC1)C=1C=C(C=CC1)NC=1C2=C(N=C(N1)C=1C=C(C(=O)OC)C=CC1)SC=N2 (methyl 3-(7-(3-(2-(methoxymethyl)pyrrolidin-1-yl)phenylamino)thiazolo[5,4-d]pyrimidin-5-yl)benzoate). Yield: 59.5%. Reaction SMILES: Cl[C:2]1[N:3]=[C:4]([NH:11][C:12]2[CH:17]=[CH:16][CH:15]=[C:14]([N:18]3[CH2:22][CH2:21][CH2:20][CH:19]3[CH2:23][O:24][CH3:25])[CH:13]=2)[C:5]2[N:10]=[CH:9][S:8][C:6]=2[N:7]=1.CC1(C)C(C)(C)OB([C:34]2[CH:35]=[C:36]([CH:41]=[CH:42][CH:43]=2)[C:37]([O:39][CH3:40])=[O:38])O1.C([O-])([O-])=O.[Na+].[Na+]>O.O1CCOCC1.C1C=CC([P]([Pd]([P](C2C=CC=CC=2)(C2C=CC=CC=2)C2C=CC=CC=2)([P](C2C=CC=CC=2)(C2C=CC=CC=2)C2C=CC=CC=2)[P](C2C=CC=CC=2)(C2C=CC=CC=2)C2C=CC=CC=2)(C2C=CC=CC=2)C2C=CC=CC=2)=CC=1>[CH3:25][O:24][CH2:23][CH:19]1[CH2:20][CH2:21][CH2:22][N:18]1[C:14]1[CH:13]=[C:12]([NH:11][C:4]2[C:5]3[N:10]=[CH:9][S:8][C:6]=3[N:7]=[C:2]([C:34]3[CH:35]=[C:36]([CH:41]=[CH:42][CH:43]=3)[C:37]([O:39][CH3:40])=[O:38])[N:3]=2)[CH:17]=[CH:16][CH:15]=1 |f:2.3.4,^1:61,63,82,101|. Reported procedure: Under N2 atmosphere, 5-chloro-N-(3-(2-(methoxymethyl)pyrrolidin-1-yl)phenyl)thiazolo[5,4-d]pyrimidin-7-amine (200 mg, 0.53 mmol), methyl 3-(4,4,5,5-tetramethyl-1,3,2-dioxaborolan-2-yl)benzoate (153 mg, 0.58 mmol), Pd(PPh3)4 (40 mg, 0.035 mmol) and Na2CO3 (112 mg, 1.06 mmol) in 5 mL of water was added in 30 mL of 1,4-dioxane. The mixture was stirred at reflux for 18 hours. The solvent was removed under reduce pressure and the residue was purified by silica gel chromatography, eluting with petrole... The reactants are N1(CCNCC1)C(=O)OC(C)(C)C (tert-butyl piperazine-1-carboxylate), O1CCC(CC1)=O (dihydro-2H-pyran-4(3H)-one), ClC1=CC=C(C=C1)C=1C(=CC=CC1)C=O (4′-chlorobiphenyl-2-carboxaldehyde). Product: O1CCC(CC1)N1C[C@H](CCC1)NC(OC(C)(C)C)=O ((S)-tert-butyl 1-(tetrahydro-2H-pyran-4-yl)piperidin-3-ylcarbamate). Reaction SMILES: [N:1]1([C:7]([O:9][C:10]([CH3:13])([CH3:12])[CH3:11])=[O:8])[CH2:6][CH2:5][NH:4][CH2:3][CH2:2]1.[O:14]1[CH2:19][CH2:18][C:17](=O)[CH2:16][CH2:15]1.Cl[C:22]1C=CC(C2C(C=O)=CC=CC=2)=CC=1>>[O:14]1[CH2:19][CH2:18][CH:17]([N:4]2[CH2:3][CH2:2][CH2:22][C@H:6]([NH:1][C:7](=[O:8])[O:9][C:10]([CH3:11])([CH3:12])[CH3:13])[CH2:5]2)[CH2:16][CH2:15]1. Procedure details: The title compound was prepared by substituting (S)-tert-butyl piperidin-3-ylcarbamate for tert-butyl piperazine-1-carboxylate and dihydro-2H-pyran-4(3H)-one for 4′-chlorobiphenyl-2-carboxaldehyde in EXAMPLE 1A. Starting materials: FC1=C(C=CC=C1)C(CC)=O (1-(2-fluorophenyl)propan-1-one), NC1=C(C(=O)O)C(=CC=C1)F (2-amino-6-fluorobenzoic acid), P(=O)(Cl)(Cl)Cl (phosphorous oxychloride). Yields the product ClC1=C(C(=NC2=CC=CC(=C12)F)C1=C(C=CC=C1)F)C (4-Chloro-5-fluoro-2-(2-fluorophenyl)-3-methylquinoline). Reaction SMILES: [F:1][C:2]1[CH:7]=[CH:6][CH:5]=[CH:4][C:3]=1[C:8](=O)[CH2:9][CH3:10].[NH2:12][C:13]1[CH:21]=[CH:20][CH:19]=[C:18]([F:22])[C:14]=1[C:15](O)=O.P(Cl)(Cl)([Cl:25])=O>>[Cl:25][C:15]1[C:14]2[C:13](=[CH:21][CH:20]=[CH:19][C:18]=2[F:22])[N:12]=[C:8]([C:3]2[CH:4]=[CH:5][CH:6]=[CH:7][C:2]=2[F:1])[C:9]=1[CH3:10]. Reported procedure: Prepared according to Procedure J using 1-(2-fluorophenyl)propan-1-one and 2-amino-6-fluorobenzoic acid in phosphorous oxychloride to afford a colorless solid upon purification by chromatography on silica gel. Mass Spectrum (ESI) m/e=290.0 (M+1). The reactants are BrC1=CN=C2N1C=CC(=N2)C(F)(F)F (3-Bromo-7-trifluoromethylimidazo[1,2-α]pyrimidine), FC1=C(C=C(C=C1)B1OC(C(O1)(C)C)(C)C)C1=C(C=NC=C1)F (4-[2-fluoro-5-(4,4,5,5-tetramethyl-[1,3,2]dioxaborolan-2-yl)phenyl]-3-fluoropyridine). The product is FC1=C(C=C(C=C1)C1=CN=C2N1C=CC(=N2)C(F)(F)F)C2=C(C=NC=C2)F (3-[4-fluoro-3-(3-fluoropyridin-4-yl)phenyl]-7-trifluoromethylimidazo[1,2-α]pyrimidine). The yield is 35.0%. RXN SMILES: Br[C:2]1[N:6]2[CH:7]=[CH:8][C:9]([C:11]([F:14])([F:13])[F:12])=[N:10][C:5]2=[N:4][CH:3]=1.[F:15][C:16]1[CH:21]=[CH:20][C:19](B2OC(C)(C)C(C)(C)O2)=[CH:18][C:17]=1[C:31]1[CH:36]=[CH:35][N:34]=[CH:33][C:32]=1[F:37]>>[F:15][C:16]1[CH:21]=[CH:20][C:19]([C:2]2[N:6]3[CH:7]=[CH:8][C:9]([C:11]([F:14])([F:13])[F:12])=[N:10][C:5]3=[N:4][CH:3]=2)=[CH:18][C:17]=1[C:31]1[CH:36]=[CH:35][N:34]=[CH:33][C:32]=1[F:37]. Reported procedure: 3-Bromo-7-trifluoromethylimidazo[1,2-α]pyrimidine was coupled to 4-[2-fluoro-5-(4,4,5,5-tetramethyl-[1,3,2]dioxaborolan-2-yl)phenyl]-3-fluoropyridine using the method of Example 65 to give 3-[4-fluoro-3-(3-fluoropyridin-4-yl)phenyl]-7-trifluoromethylimidazo[1,2-α]pyrimidine as a yellow solid (130 mg, 35%): δH (400 MHz, CDCl3) 7.28 (1H, d, J 7), 7.43-7.48 (2H, m), 7.63-7.68 (2H, m), 8.11 (1H, s), 8.55 (1H, d, J 5), 8.64 (1H, d, J 1), 8.77 (1H, d, J 7).